From a dataset of the Open Reaction Database (ORD), a public repository of structured organic reaction records. describe an organic reaction: reactants, conditions, products, and yield The reactants are CNC(=O)C(C)(C)CN(c1nc(Nc2ccc(C(=O)OC)cc2OC)ncc1Br)C1CCCC1, O=C([O-])[O-], [Cs+], [Cs+], C1COCCO1, O=C(C=Cc1ccccc1)C=Cc1ccccc1, O=C(C=Cc1ccccc1)C=Cc1ccccc1, O=C(C=Cc1ccccc1)C=Cc1ccccc1, [Pd], [Pd]. Product: COC(=O)c1ccc(Nc2ncc3c(n2)N(C2CCCC2)CC(C)(C)C(=O)N3C)c(OC)c1. Reaction SMILES: [Br:1][c:2]1[c:3]([N:21]([CH2:22][C:23]([C:24](=[O:25])[NH:26][CH3:27])([CH3:28])[CH3:29])[CH:30]2[CH2:31][CH2:32][CH2:33][CH2:34]2)[n:4][c:5]([NH:8][c:9]2[c:10]([O:19][CH3:20])[cH:11][c:12]([C:13](=[O:14])[O:15][CH3:16])[cH:17][cH:18]2)[n:6][cH:7]1.[C:35](=[O:36])([O-:37])[O-:38].[Cs+:39].[Cs+:40].[O:41]1[CH2:42][CH2:43][O:44][CH2:45][CH2:46]1.[O:49]=[C:50]([CH:51]=[CH:52][c:53]1[cH:54][cH:55][cH:56][cH:57][cH:58]1)[CH:59]=[CH:60][c:61]1[cH:62][cH:63][cH:64][cH:65][cH:66]1.[O:67]=[C:68]([CH:69]=[CH:70][c:71]1[cH:72][cH:73][cH:74][cH:75][cH:76]1)[CH:77]=[CH:78][c:79]1[cH:80][cH:81][cH:82][cH:83][cH:84]1.[O:85]=[C:86]([CH:87]=[CH:88][c:89]1[cH:90][cH:91][cH:92][cH:93][cH:94]1)[CH:95]=[CH:96][c:97]1[cH:98][cH:99][cH:100][cH:101][cH:102]1.[Pd:47].[Pd:48]>>[c:2]12[c:3]([n:4][c:5]([NH:8][c:9]3[c:10]([O:19][CH3:20])[cH:11][c:12]([C:13](=[O:14])[O:15][CH3:16])[cH:17][cH:18]3)[n:6][cH:7]1)[N:21]([CH:30]1[CH2:31][CH2:32][CH2:33][CH2:34]1)[CH2:22][C:23]([CH3:28])([CH3:29])[C:24](=[O:25])[N:26]2[CH3:27]. Starting materials: CCN(C(C)C)C(C)C (DIPEA), CCN=C=NCCCN(C)C.Cl (EDCl), C=1C=CC2=C(C1)N=NN2O (HOBt), C(C)(C)(C)OC(=O)N1CC=2N(CC1)C=C(N2)C(=O)O (7-(tert-butoxycarbonyl)-5,6,7,8-tetrahydroimidazo[1,2-a]pyrazine-2-carboxylic acid), N1=CC=C(C=C1)N1CCC2(CC1)CCNCC2 (3-(pyridin-4-yl)-3,9-diazaspiro[5.5]undecane). The solvent is C(Cl)Cl (DCM), C(Cl)Cl (DCM), C(Cl)Cl (DCM). Conditions: time 30 minute. Yields the product N1=CC=C(C=C1)N1CCC2(CCN(CC2)C(=O)C=2N=C3N(CCN(C3)C(=O)OC(C)(C)C)C2)CC1 (tert-Butyl 2-(9-(pyridin-4-yl)-3,9-diazaspiro[5.5]undecane-3-carbonyl)-5,6-dihydroimidazo[1,2-a]pyrazine-7(8H)-carboxylate). Yield: 63.0%. Reaction SMILES: CCN(C(C)C)C(C)C.CCN=C=NCCCN(C)C.Cl.C1C=CC2N(O)N=NC=2C=1.[C:32]([O:36][C:37]([N:39]1[CH2:44][CH2:43][N:42]2[CH:45]=[C:46]([C:48]([OH:50])=O)[N:47]=[C:41]2[CH2:40]1)=[O:38])([CH3:35])([CH3:34])[CH3:33].[N:51]1[CH:56]=[CH:55][C:54]([N:57]2[CH2:62][CH2:61][C:60]3([CH2:67][CH2:66][NH:65][CH2:64][CH2:63]3)[CH2:59][CH2:58]2)=[CH:53][CH:52]=1>C(Cl)Cl>[N:51]1[CH:52]=[CH:53][C:54]([N:57]2[CH2:62][CH2:61][C:60]3([CH2:63][CH2:64][N:65]([C:48]([C:46]4[N:47]=[C:41]5[CH2:40][N:39]([C:37]([O:36][C:32]([CH3:33])([CH3:34])[CH3:35])=[O:38])[CH2:44][CH2:43][N:42]5[CH:45]=4)=[O:50])[CH2:66][CH2:67]3)[CH2:59][CH2:58]2)=[CH:55][CH:56]=1 |f:1.2|. Procedure details: DIPEA (5.96 mmol, 4.0 equiv.), EDCl (2.24 mmol, 1.5 equiv.) and HOBt (2.24 mmol, 1.5 equiv.) were added at 0° C. to a solution of 7-(tert-butoxycarbonyl)-5,6,7,8-tetrahydroimidazo[1,2-a]pyrazine-2-carboxylic acid (1.49 mmol, 1.0 equiv.) in DCM (20 ml), and the mixture was stirred for 30 min. A solution of 3-(pyridin-4-yl)-3,9-diazaspiro[5.5]undecane (F-19) (1.49 mmol, 1.0 equiv.) in DCM (5 ml) was added at 0° C., and then the reaction mixture was stirred for 16 h at 25° C. The mixture was dilute...